From a dataset of the Open Reaction Database (ORD), a public repository of structured organic reaction records. describe an organic reaction: reactants, conditions, products, and yield The reactants are FC1=C(C(C2=C(C=CC=C2)F)O)C=CC=C1 (2,2′-bisfluorobenzhydrol). Reagents/catalysts: [O-2].[Mn+2] (manganese oxide). The solvent is C1=CC=CC=C1 (benzene). Yields the product FC1=C(C(=O)C2=C(C=CC=C2)F)C=CC=C1 (2,2′-bisfluorobenzophenone). Isolated yield 82.5%. Reaction SMILES: [F:1][C:2]1[CH:16]=[CH:15][CH:14]=[CH:13][C:3]=1[CH:4]([OH:12])[C:5]1[CH:10]=[CH:9][CH:8]=[CH:7][C:6]=1[F:11]>[O-2].[Mn+2].C1C=CC=CC=1>[F:1][C:2]1[CH:16]=[CH:15][CH:14]=[CH:13][C:3]=1[C:4]([C:5]1[CH:10]=[CH:9][CH:8]=[CH:7][C:6]=1[F:11])=[O:12] |f:1.2|. Reported procedure: To a mixture of 440.4 mg (2.0 mmol) of 2,2′-bisfluorobenzhydrol and 1.04 g (12.0 mmol) of activated manganese oxide was added 10 ml of benzene. The resultant was refluxed for 2 hours. The reaction mixture was cooled to room temperature, and filtrated with celite. The filtrate was concentrated and purified by column chromatography on silica gel (ethyl acetate:hexane=1:5) to give 360 mg (yield: 82%) of the title compound in the form of a yellow solution. The reactants are C1(=CC=CC=C1)CCC(C(=CCC)C)O (1-Phenyl-4-Methyl-4-Hepten-3-ol), CC([O-])C.[Al+3].CC([O-])C.CC([O-])C (Aluminum Isopropoxide), CC(=O)C (Acetone). Solvent: C1(=CC=CC=C1)C (Toluene). Conditions: temperature 85 celsius. Yields the product C1(=CC=CC=C1)CCC(C(=CCC)C)=O (1-Phenyl-4-Methyl-4-Hepten-3-one). As a reaction SMILES: [C:1]1([CH2:7][CH2:8][CH:9]([OH:15])[C:10]([CH3:14])=[CH:11][CH2:12][CH3:13])[CH:6]=[CH:5][CH:4]=[CH:3][CH:2]=1.CC(C)[O-].[Al+3].CC(C)[O-].CC(C)[O-].CC(C)=O>C1(C)C=CC=CC=1>[C:1]1([CH2:7][CH2:8][C:9](=[O:15])[C:10]([CH3:14])=[CH:11][CH2:12][CH3:13])[CH:6]=[CH:5][CH:4]=[CH:3][CH:2]=1 |f:1.2.3.4|. Reported procedure: To a dry 2 liter multi-neck round bottom flask fitted with an air stirrer, nitrogen inlet condenser and an addition funnel 168 g of 65% 1-Phenyl-4-Methyl-4-Hepten-3-ol, 51 g of 98% Aluminum Isopropoxide, (obtained from the Acros Organics) and 200 g of Acetone and 200 g of Toluene were added and stirred. The reaction mixture was slowly heated at reflux to 85° C. The samples were collected every our when the temperature of the reaction mixture was between 70° C. and 80° C. The NMR spectrum of the ... Starting materials: FC(C1=CC(=C(C(=O)C=2C(=NN(C2O)CC)C)C=C1)S(=O)(=O)C)(F)F (4-(4-Trifluoromethyl-2-methylsulfonylbenzoyl)-5-hydroxy-1-ethyl-3-methylpyrazole), p-Tos-Cl, CC#N (CH3CN), C([O-])([O-])=O.[K+].[K+] (potassium carbonate). Solvent: O (water). Reaction conditions: time 12 hour. Product: S(=O)(=O)(OC1=C(C(=NN1CC)C)C(C1=C(C=C(C=C1)C(F)(F)F)S(=O)(=O)C)=O)C1=CC=C(C)C=C1 (4-(4-Trifluoromethyl-2-methylsulfonylbenzoyl)-1-ethyl-3-methyl-5-pyrazolyl tosylate). As a reaction SMILES: [F:1][C:2]([F:25])([F:24])[C:3]1[CH:19]=[CH:18][C:6]([C:7]([C:9]2[C:10]([CH3:17])=[N:11][N:12]([CH2:15][CH3:16])[C:13]=2[OH:14])=[O:8])=[C:5]([S:20]([CH3:23])(=[O:22])=[O:21])[CH:4]=1.C(=O)([O-])[O-].[K+].[K+].[CH3:32][C:33]#N>O>[S:20]([C:32]1[CH:33]=[CH:2][C:3]([CH3:19])=[CH:4][CH:5]=1)([O:14][C:13]1[N:12]([CH2:15][CH3:16])[N:11]=[C:10]([CH3:17])[C:9]=1[C:7](=[O:8])[C:6]1[CH:18]=[CH:19][C:3]([C:2]([F:24])([F:1])[F:25])=[CH:4][C:5]=1[S:20]([CH3:23])(=[O:22])=[O:21])(=[O:22])=[O:21] |f:1.2.3|. Procedure details: 0.37 g (1 mmol) of 4-(4-Trifluoromethyl-2-methylsulfonylbenzoyl)-5-hydroxy-1-ethyl-3-methylpyrazole and 0.20 g (1.1 mmol) of p-Tos-Cl were dissolved in 20 ml of CH3CN. 0.26 g (1.8 mmol) of potassium carbonate was then added, and the mixture was stirred at room temperature for 12 h. The mixture was diluted with water and extracted with ethyl acetate. The extract was dried with MgSO4 and concentrated. This gave 4-(4-Trifluoromethyl-2-methylsulfonylbenzoyl)-l-ethyl-3-methyl-5-pyrazolyl tosylate as ...